From a dataset of the Open Reaction Database (ORD), a public repository of structured organic reaction records. describe an organic reaction: reactants, conditions, products, and yield Starting materials: C(C1=CC=CC=C1)OC([C@@H](N)C)=O (L-alanine benzyl ester), OC1=CC=CC=2NN=NC21 (hydroxybenzotriazole), C1(CCCCC1)N=C=NC1CCCCC1 (Dicyclohexylcarbodiimide), COC(=O)CC(C(=O)O)C (3-methoxycarbonyl-2-methylpropanoic acid), COC(=O)CC(C(=O)O)=C (3-methoxycarbonyl-2-methylene propanoic acid). Run in O1CCOCC1 (dioxane). Yields the product C(C1=CC=CC=C1)OC([C@@H](NC(C(CC(=O)OC)C)=O)C)=O (N-(3-methoxycarbonyl-2-methylpropanoyl)-L-alanine benzyl ester). Reaction SMILES: [CH2:1]([O:8][C:9](=[O:13])[C@H:10]([CH3:12])[NH2:11])[C:2]1[CH:7]=[CH:6][CH:5]=[CH:4][CH:3]=1.OC1C2N=NNC=2C=CC=1.C1(N=C=NC2CCCCC2)CCCCC1.[CH3:39][O:40][C:41]([CH2:43][CH:44]([CH3:48])[C:45](O)=[O:46])=[O:42].COC(CC(=C)C(O)=O)=O>O1CCOCC1>[CH2:1]([O:8][C:9](=[O:13])[C@H:10]([CH3:12])[NH:11][C:45](=[O:46])[CH:44]([CH3:48])[CH2:43][C:41]([O:40][CH3:39])=[O:42])[C:2]1[CH:7]=[CH:6][CH:5]=[CH:4][CH:3]=1. Reported procedure: L-alanine benzyl ester (44.7 g.) and hydroxybenzotriazole (34 g.) are dissolved in dioxane (750 ml.) and the solution is chilled with stirring in an ice-water bath. Dicyclohexylcarbodiimide (51.5 g.) and 3-methoxycarbonyl-2-methylpropanoic acid (36 g.), prepared by hydrogenation of 3-methoxycarbonyl-2-methylene propanoic acid, are added in that order and the mixture is stirred at room temperature for 18 hours. The precipitate is filtered off, and the filtrate is concentrated to dryness in vacuo.... Starting materials: C(C)(C)(C)OC(N[C@H](CO[Si](C1=CC=CC=C1)(C1=CC=CC=C1)C(C)(C)C)C=O)=O (tert-butyl[(2R)-1-{[tert-butyl(diphenyl)silyl]oxy}-3-oxopropan-2-yl]carbamate), [Br-].[N+](=O)([O-])C1=C(C[P+](C2=CC=CC=C2)(C2=CC=CC=C2)C2=CC=CC=C2)C=CC=C1 ((2-nitrobenzyl)(triphenyl)phosphonium bromide), [PH4+] (phosphonium), C([O-])([O-])=O.[K+].[K+] (potassium carbonate), C1COCCOCCOCCOCCOCCO1 (18-crown-6). The solvent is COCCOC (DME), C(Cl)Cl (DCM). Conditions: time 30 minute. Yields the product C(C)(C)(C)OC(N[C@H](CO[Si](C1=CC=CC=C1)(C1=CC=CC=C1)C(C)(C)C)\C=C\C1=C(C=CC=C1)[N+](=O)[O-])=O (tert-butyl[(2S,3E)-1-{[tert-butyl(diphenyl)silyl]oxy}-4-(2-nitrophenyl)but-3-en-2-yl]carbamate). Yield: 38.1%. Reaction SMILES: [C:1]([O:5][C:6](=[O:30])[NH:7][C@@H:8]([CH:28]=O)[CH2:9][O:10][Si:11]([C:24]([CH3:27])([CH3:26])[CH3:25])([C:18]1[CH:23]=[CH:22][CH:21]=[CH:20][CH:19]=1)[C:12]1[CH:17]=[CH:16][CH:15]=[CH:14][CH:13]=1)([CH3:4])([CH3:3])[CH3:2].[Br-].[N+:32]([C:35]1[CH:60]=[CH:59][CH:58]=[CH:57][C:36]=1[CH2:37][P+](C1C=CC=CC=1)(C1C=CC=CC=1)C1C=CC=CC=1)([O-:34])=[O:33].[PH4+].C(=O)([O-])[O-].[K+].[K+].C1OCCOCCOCCOCCOCCOC1>COCCOC.C(Cl)Cl>[C:1]([O:5][C:6](=[O:30])[NH:7][C@@H:8](/[CH:28]=[CH:37]/[C:36]1[CH:57]=[CH:58][CH:59]=[CH:60][C:35]=1[N+:32]([O-:34])=[O:33])[CH2:9][O:10][Si:11]([C:24]([CH3:25])([CH3:26])[CH3:27])([C:18]1[CH:19]=[CH:20][CH:21]=[CH:22][CH:23]=1)[C:12]1[CH:17]=[CH:16][CH:15]=[CH:14][CH:13]=1)([CH3:3])([CH3:4])[CH3:2] |f:1.2,4.5.6|. Reported procedure: A solution of tert-butyl[(2R)-1-{[tert-butyl(diphenyl)silyl]oxy}-3-oxopropan-2-yl]carbamate (3, 3.12 g, 7.3 mmol) in DME (30 ml) was treated with solid (2-nitrobenzyl)(triphenyl)phosphonium bromide(3.76 g, 7.86 mmol) (or any other suitable phosphonium salt), the mixture stirred at room temperature under N2 atmosphere for 30 min and then the reaction flask was charged with a solid mixture of potassium carbonate (1.78 g, 12.86 mmol) and 18-crown-6 (219 mg, 0.83 mmol). The purple mixture was furthe... The product is C(CCC)C(CO)CCCC (2-Butylhexanol). The solvent is C1CCOC1 (THF). Starting materials: Cl (HCl), C(CCC)C(C(=O)OCC)CCCC (Ethyl 2-butylhexanoate), ice water, [H-].[Al+3].[Li+].[H-].[H-].[H-] (Lithium aluminum hydride). Procedure: Compound 16 (54.1 g, 270 mmol) was dissolved in anhydrous THF (450 mL) and cooled in an ice/water bath under nitrogen protection. Lithium aluminum hydride (LAH) (15.3 g, 404 mmol) was added into the reaction flask in small portions. The temperature of the reaction solution was increased to room temperature and then refluxed overnight. The reaction mixture was cooled down to room temperature and poured very slowly into the ice/water solution. The solution was acidified using a 2N HCl aqueous solu... RXN SMILES: [CH2:1]([CH:5]([CH2:11][CH2:12][CH2:13][CH3:14])[C:6](OCC)=[O:7])[CH2:2][CH2:3][CH3:4].[H-].[Al+3].[Li+].[H-].[H-].[H-].Cl>C1COCC1>[CH2:1]([CH:5]([CH2:11][CH2:12][CH2:13][CH3:14])[CH2:6][OH:7])[CH2:2][CH2:3][CH3:4] |f:1.2.3.4.5.6|.